This data is from the Open Reaction Database (ORD), a public repository of structured organic reaction records. The task is: describe an organic reaction: reactants, conditions, products, and yield Starting materials: O=c1c(C2=NS(=O)(=O)c3cc(OCc4ccccc4)ccc3N2)c(O)c2sccc2n1NC1CCCCC1, CC#N, C[Si](C)(C)I, O. The product is O=c1c(C2=NS(=O)(=O)c3cc(O)ccc3N2)c(O)c2sccc2n1NC1CCCCC1. RXN SMILES: [CH2:1]([c:2]1[cH:3][cH:4][cH:5][cH:6][cH:7]1)[O:8][c:9]1[cH:10][c:11]2[c:12]([cH:37][cH:38]1)[NH:13][C:14]([c:19]1[c:20]([OH:36])[c:21]3[c:22]([n:23]([NH:26][CH:27]4[CH2:28][CH2:29][CH2:30][CH2:31][CH2:32]4)[c:24]1=[O:25])[cH:33][cH:34][s:35]3)=[N:15][S:16]2(=[O:17])=[O:18].[CH3:44][C:45]#[N:46].[I:39][Si:40]([CH3:41])([CH3:42])[CH3:43].[OH2:47]>>[OH:8][c:9]1[cH:10][c:11]2[c:12]([cH:37][cH:38]1)[NH:13][C:14]([c:19]1[c:20]([OH:36])[c:21]3[c:22]([n:23]([NH:26][CH:27]4[CH2:28][CH2:29][CH2:30][CH2:31][CH2:32]4)[c:24]1=[O:25])[cH:33][cH:34][s:35]3)=[N:15][S:16]2(=[O:17])=[O:18]. Starting materials: ClC1=CC=C(C=C1)SCC1=CC(NC2=CC=C(C=C12)C1=C(C=CC=C1)OC)(C)C (4-(4-Chlorophenylsulfanylmethyl)-6-(2-methoxyphenyl)-2,2-dimethyl-1,2-dihydroquinoline), BrCC1=CC(NC2=CC=C(C=C12)C1=C(C=CC=C1)OC)(C)C (4-bromomethyl-6-(2-methoxyphenyl)-2,2-dimethyl-1,2-dihydroquinoline), C([O-])([O-])=O.[K+].[K+] (potassium carbonate), ClC1=CC=C(C=C1)S (4-chloro benzenethiol). Yields the product COC1=C(C=CC=C1)C=1C=C2C(=CC(NC2=CC1)(C)C)CNC1=CC=CC=C1 ([6-(2-methoxyphenyl)-2,2-dimethyl-1,2-dihydroquinolin-4-ylmethyl]phenylamine). Reaction SMILES: ClC1C=CC(SCC2[C:19]3[C:14](=[CH:15][CH:16]=[C:17](C4C=CC=CC=4OC)[CH:18]=3)[NH:13]C(C)(C)C=2)=CC=1.Br[CH2:31][C:32]1[C:41]2[C:36](=[CH:37][CH:38]=[C:39]([C:42]3[CH:47]=[CH:46][CH:45]=[CH:44][C:43]=3[O:48][CH3:49])[CH:40]=2)[NH:35][C:34]([CH3:51])([CH3:50])[CH:33]=1.C(=O)([O-])[O-].[K+].[K+].ClC1C=CC(S)=CC=1>>[CH3:49][O:48][C:43]1[CH:44]=[CH:45][CH:46]=[CH:47][C:42]=1[C:39]1[CH:40]=[C:41]2[C:36](=[CH:37][CH:38]=1)[NH:35][C:34]([CH3:51])([CH3:50])[CH:33]=[C:32]2[CH2:31][NH:13][C:14]1[CH:19]=[CH:18][CH:17]=[CH:16][CH:15]=1 |f:2.3.4|. Procedure details: 4-(4-Chlorophenylsulfanylmethyl)-6-(2-methoxyphenyl)-2,2-dimethyl-1,2-dihydroquinoline 100 mg of 4-bromomethyl-6-(2-methoxyphenyl)-2,2-dimethyl-1,2-dihydroquinoline, 80 mg of potassium carbonate, and 84 mg of 4-chloro benzenethiol reacted to give 10 mg of the title compound as a foam. The product is CC(C)(C)OC(=O)N1CCN(CC(=O)c2ccccc2)CC1. Starting materials: O=C(CBr)c1ccccc1, O=C([O-])[O-], CC(C)(C)OC(=O)N1CCNCC1, [K+], [K+], CN(C)C=O. Reaction SMILES: [Br:20][CH2:21][C:22](=[O:23])[c:24]1[cH:25][cH:26][cH:27][cH:28][cH:29]1.[C:14](=[O:15])([O-:16])[O-:17].[C:1](=[O:2])([O:3][C:4]([CH3:5])([CH3:6])[CH3:7])[N:8]1[CH2:9][CH2:10][NH:11][CH2:12][CH2:13]1.[K+:18].[K+:19].[O:30]=[CH:31][N:32]([CH3:33])[CH3:34]>>[C:1](=[O:2])([O:3][C:4]([CH3:5])([CH3:6])[CH3:7])[N:8]1[CH2:9][CH2:10][N:11]([CH2:21][C:22](=[O:23])[c:24]2[cH:25][cH:26][cH:27][cH:28][cH:29]2)[CH2:12][CH2:13]1. Reactants: BrC=1C=C(C=O)C=CC1 (3-bromobenzaldehyde), [Br-].C(=O)(O)CC[P+](C1=CC=CC=C1)(C1=CC=CC=C1)C1=CC=CC=C1 (2-carboxyethyltriphenylphosphonium bromide), BrC=1C=C(C=CC1)C=CCC(=O)O (4-(3-bromophenyl)-3-butenoic acid). The product is BrC=1C=C(C=CC1)CCCCO (4-(3-Bromophenyl)butanol). As a reaction SMILES: BrC1C=C(C=CC=1)C=O.[Br-].C(CC[P+](C1C=CC=CC=1)(C1C=CC=CC=1)C1C=CC=CC=1)(O)=O.[Br:35][C:36]1[CH:37]=[C:38]([CH:42]=[CH:43][CH2:44][C:45](O)=[O:46])[CH:39]=[CH:40][CH:41]=1>>[Br:35][C:36]1[CH:37]=[C:38]([CH2:42][CH2:43][CH2:44][CH2:45][OH:46])[CH:39]=[CH:40][CH:41]=1 |f:1.2|. Procedure: 3-bromobenzaldehyde and 2-carboxyethyltriphenylphosphonium bromide were reacted to synthesize 4-(3-bromophenyl)-3-butenoic acid, then this compound was esterified and then reduced to synthesize the desired compound. Starting materials: C(C1=CC=CC=C1)OCCCCN(C(=O)C=1C=C(C(=O)O)C=C(C1)C)CCC (3-{[[4-(benzyloxy)butyl](propyl)-amino]carbonyl}-5-methylbenzoic acid), FC(C(=O)O)(F)F.N[C@H]([C@@H](CNCC1=CC(=CC=C1)OC)O)CC1=CC(=CC(=C1)F)F ((2R,3S)-3-amino-4-(3,5-difluorophenyl)-1-[(3-methoxybenzyl)amino]-2-butanol trifluoroacetate), C(C)(C)N(C(C)C)CC (N,N-diisopropylethylamine), C=1C=CC2=C(C1)N=NN2O (HOBt), C(CCl)Cl (EDC). The solvent is ClCCl (dichloromethane). Run at temperature 22.5 celsius, time 16 hour. The product is C(C1=CC=CC=C1)OC1=CC=C(C[C@@H]([C@@H](CNCC2=CC(=CC=C2)OC)O)NC(C2=CC(C(=O)N(CCC)CCC)=CC(=C2)C)=O)C=C1 (N1-{(1S,2R)-1-[4-(benzyloxy)benzyl]-2-hydroxy-3-[(3-methoxybenzyl)amino]propyl}-5-methyl-N3,N3-dipropylisophthalamide). RXN SMILES: C(OC[CH2:10][CH2:11][CH2:12][N:13]([CH2:26][CH2:27][CH3:28])[C:14]([C:16]1[CH:17]=[C:18]([CH:22]=[C:23]([CH3:25])[CH:24]=1)[C:19]([OH:21])=O)=[O:15])C1C=CC=CC=1.F[C:30](F)(F)[C:31]([OH:33])=O.[NH2:36][C@@H:37]([CH2:51][C:52]1[CH:57]=[C:56](F)[CH:55]=[C:54](F)[CH:53]=1)[C@H:38]([OH:50])[CH2:39][NH:40][CH2:41][C:42]1[CH:47]=[CH:46][CH:45]=[C:44]([O:48][CH3:49])[CH:43]=1.C(N(CC)C(C)C)(C)C.[CH:69]1[CH:70]=[CH:71]C2N(O)N=N[C:73]=2[CH:74]=1.C(Cl)CCl>ClCCl>[CH2:31]([O:33][C:55]1[CH:56]=[CH:57][C:52]([CH2:51][C@H:37]([NH:36][C:19](=[O:21])[C:18]2[CH:22]=[C:23]([CH3:25])[CH:24]=[C:16]([C:14]([N:13]([CH2:12][CH2:11][CH3:10])[CH2:26][CH2:27][CH3:28])=[O:15])[CH:17]=2)[C@H:38]([OH:50])[CH2:39][NH:40][CH2:41][C:42]2[CH:47]=[CH:46][CH:45]=[C:44]([O:48][CH3:49])[CH:43]=2)=[CH:53][CH:54]=1)[C:30]1[CH:71]=[CH:70][CH:69]=[CH:74][CH:73]=1 |f:1.2|. Procedure details: To a stirred mixture of 3-[(dipropylamino)-carbonyl]-5-methylbenzoic acid (IX, 150 mg, 0.570 mmol), (2R,3S)-3-amino-4-[4-(benzyloxy)phenyl]-1-[(3-methoxybenzyl)amino]-2-butanol hydrochloride (VIII, 274 mg, 0.571 mmol), N,N-diisopropylethylamine (400 microliter, 2.28 mmol), and HOBt (116 mg, 0.857 mmol) in dichloromethane (10 mL) is added EDC (165 mg, 0.857 mmol). The resulting mixture is stirred at 20-25 degrees C. for 16 hours. The reaction mixture is partitioned between dichloromethane and wat... Reactants: COC1=NC=C(C(=C1)B(O)O)OC (2,5-dimethoxypyridin-4-ylboronic acid), FC(F)OC1=C(C=C(C=C1)Cl)Br (2-bromo-4-chlorophenyl difluoromethyl ether), [1,1-bis(diphenylphosphino)ferrocene]palladium(II) chloride dichloromethane. The product is ClC=1C=CC(=C(C1)C1=CC(=NC=C1OC)OC)OC(F)F (4-[5-Chloro-2-(difluoromethoxy)phenyl]-2,5-dimethoxypyridine). Reaction SMILES: [CH3:1][O:2][C:3]1[CH:8]=[C:7](B(O)O)[C:6]([O:12][CH3:13])=[CH:5][N:4]=1.[F:14][CH:15]([O:17][C:18]1[CH:23]=[CH:22][C:21]([Cl:24])=[CH:20][C:19]=1Br)[F:16]>>[Cl:24][C:21]1[CH:22]=[CH:23][C:18]([O:17][CH:15]([F:14])[F:16])=[C:19]([C:7]2[C:6]([O:12][CH3:13])=[CH:5][N:4]=[C:3]([O:2][CH3:1])[CH:8]=2)[CH:20]=1. Procedure details: 417 mg (2.19 mmol, 1.2 eq.) of 2,5-dimethoxypyridin-4-ylboronic acid and 494 mg (1.82 mmol) of 2-bromo-4-chlorophenyl difluoromethyl ether in the presence of [1,1-bis(diphenylphosphino)ferrocene]palladium(II) chloride/dichloromethane monoadduct were reacted according to General Method 2A. The crude product was purified by flash chromatography (KP-SIL, petroleum ether/ethyl acetate 15-20%). Yield: 170 mg (purity 90%, 27% of theory) The yield is 86.0%. The solvent is ClCCl (dichloromethane), CO (methanol). Starting materials: ClCC(CNC1=CC=C(C=2C(C3=CC=CC=C3C(C12)=O)=O)NCC(CCl)O)O (1,4-bis-(3-chloro-2-hydroxypropylamino)-9, 10-anthracenedione), C(C1=CC=CC=C1)N (benzylamine), [I-].[K+] (potassium iodide), C([O-])([O-])=O.[K+].[K+] (potassium carbonate). Reported procedure: To a solution of 1,4-bis-(3-chloro-2-hydroxypropylamino)-9, 10-anthracenedione (1 g, 2.36 mmole), benzylamine (2.02 g, 18.88 mmole), and potassium iodide (0.25 g, 153 mmole) in a solution of methanol (40 mL) and dichloromethane (5 mL), which had been heated at reflux for 5 hours, was added potassium carbonate (0.7 g, 5.06 mmole). The reaction was heated at reflux for an additional 16 hours. Solvent was removed and the blue product was dissolved in dichloromethane and washed three times with wate... Yields the product Cl.C(C1=CC=CC=C1)NCC(CNC1=CC=C(C=2C(C3=CC=CC=C3C(C12)=O)=O)NCC(CNCC1=CC=CC=C1)O)O (1,4-Bis-(3-Benzylamino-2-Hydroxypropylamino)-9, 10 anthracenedione. Hydrochloride salt). RXN SMILES: [Cl:1][CH2:2][CH:3]([OH:28])[CH2:4][NH:5][C:6]1[C:19]2[C:18](=[O:20])[C:17]3[C:12](=[CH:13][CH:14]=[CH:15][CH:16]=3)[C:11](=[O:21])[C:10]=2[C:9]([NH:22][CH2:23][CH:24]([OH:27])[CH2:25]Cl)=[CH:8][CH:7]=1.[CH2:29]([NH2:36])[C:30]1[CH:35]=[CH:34][CH:33]=[CH:32][CH:31]=1.[I-].[K+].C(=O)([O-])[O-].[K+].[K+]>ClCCl.CO>[ClH:1].[CH2:29]([NH:36][CH2:2][CH:3]([OH:28])[CH2:4][NH:5][C:6]1[C:19]2[C:18](=[O:20])[C:17]3[C:12](=[CH:13][CH:14]=[CH:15][CH:16]=3)[C:11](=[O:21])[C:10]=2[C:9]([NH:22][CH2:23][CH:24]([OH:27])[CH2:25][NH:5][CH2:6][C:19]2[CH:18]=[CH:17][CH:12]=[CH:11][CH:10]=2)=[CH:8][CH:7]=1)[C:30]1[CH:35]=[CH:34][CH:33]=[CH:32][CH:31]=1 |f:2.3,4.5.6,9.10|.